The task is: describe an organic reaction: reactants, conditions, products, and yield. This data is from the Open Reaction Database (ORD), a public repository of structured organic reaction records. The reactants are Grignard reagent, C1(=CC=C(C=C1)S(=O)(=O)OCC[C@H](COC(C)(C)C)C)C ((R)-(+ )-4-tert. butoxy-3-methyl-1-butanol p-toluenesulfonate), magnesium salt, BrC[C@@H](CCCC(C)C)C ((R)-1-bromo-2,6-dimethylheptane). The product is C(C)(C)(C)OC[C@@H](CCC[C@@H](CCCC(C)C)C)C ((2R,6R)-(+)-1-tert. butoxy-2,6,10-trimethylundecane). RXN SMILES: Br[CH2:2][C@H:3]([CH3:10])[CH2:4][CH2:5][CH2:6][CH:7]([CH3:9])[CH3:8].C1(C)C=CC(S(O[CH2:21][CH2:22][C@@H:23]([CH3:30])[CH2:24][O:25][C:26]([CH3:29])([CH3:28])[CH3:27])(=O)=O)=CC=1>>[C:26]([O:25][CH2:24][C@H:23]([CH3:30])[CH2:22][CH2:21][CH2:2][C@H:3]([CH3:10])[CH2:4][CH2:5][CH2:6][CH:7]([CH3:9])[CH3:8])([CH3:27])([CH3:28])[CH3:29]. Procedure details: Reaction of the Grignard reagent, i.e., the magnesium salt of (R)-1-bromo-2,6-dimethylheptane with the (R)-(+ )-4-tert. butoxy-3-methyl-1-butanol p-toluenesulfonate was carried out using the procedure described in Example 12. The desired product (2R,6R)-(+)-1-tert. butoxy-2,6,10-trimethylundecane was obtained as a colorless oil, b.p. 90° C. (bath temperature) (0.1 mm Hg.).